This data is from the Open Reaction Database (ORD), a public repository of structured organic reaction records. The task is: describe an organic reaction: reactants, conditions, products, and yield The reactants are ClCCC1OCCc2ccccc21, [I-], [Na+], N#C[Na], CN(C)C=O, O. Product: N#CCCC1OCCc2ccccc21. RXN SMILES: [Cl:1][CH2:2][CH2:3][CH:4]1[O:5][CH2:6][CH2:7][c:8]2[cH:9][cH:10][cH:11][cH:12][c:13]21.[I-:18].[Na+:17].[Na:14][C:15]#[N:16].[O:19]=[CH:20][N:21]([CH3:22])[CH3:23].[OH2:24]>>[CH2:2]([CH2:3][CH:4]1[O:5][CH2:6][CH2:7][c:8]2[cH:9][cH:10][cH:11][cH:12][c:13]21)[C:15]#[N:16].